The task is: describe an organic reaction: reactants, conditions, products, and yield. This data is from the Open Reaction Database (ORD), a public repository of structured organic reaction records. Procedure details: To a stirred and refluxing mixture of 11.2 parts of iron, 100 parts of ammonium chloride solution 0.8 N and 20 parts of methylbenzene are added 10.5 parts of (4-chloro-3-nitrophenyl)phenylmethanone and the whole is further stirred at reflux temperature for one hour. Methylbenzene (80 parts) is added and the whole is filtered over Hyflo. The organic layer is separated, dried, filtered and evaporated. The residue is washed with cyclohexane, yielding 8.4 parts of (3-amino-4-chlorophenyl)phenylmetha... RXN SMILES: [Cl-].[NH4+].[Cl:3][C:4]1[CH:9]=[CH:8][C:7]([C:10]([C:12]2[CH:17]=[CH:16][CH:15]=[CH:14][CH:13]=2)=[O:11])=[CH:6][C:5]=1[N+:18]([O-])=O>[Fe].CC1C=CC=CC=1>[NH2:18][C:5]1[CH:6]=[C:7]([C:10]([C:12]2[CH:13]=[CH:14][CH:15]=[CH:16][CH:17]=2)=[O:11])[CH:8]=[CH:9][C:4]=1[Cl:3] |f:0.1|. Reagents/catalysts: [Fe] (iron). The reactants are 11.2, [Cl-].[NH4+] (ammonium chloride), ClC1=C(C=C(C=C1)C(=O)C1=CC=CC=C1)[N+](=O)[O-] ((4-chloro-3-nitrophenyl)phenylmethanone). Yields the product NC=1C=C(C=CC1Cl)C(=O)C1=CC=CC=C1 ((3-amino-4-chlorophenyl)phenylmethanone). Run in CC1=CC=CC=C1 (methylbenzene), CC1=CC=CC=C1 (Methylbenzene).